Dataset: the Open Reaction Database (ORD), a public repository of structured organic reaction records. Task: describe an organic reaction: reactants, conditions, products, and yield Starting materials: C(C)(C)(C)OC(=O)N1CCC(CC1)N1C(C2=CC(=C(C=C2C1)OC(C)C)[N+](=O)[O-])=O (4-(5-isopropoxy-6-nitro-1-oxo-1,3-dihydro-isoindol-2-yl)-piperidine-1-carboxylic acid tert-butyl ester), C(Cl)Cl.C(=O)(C(F)(F)F)O (DCM TFA), crude product, ClC1=NC=C(C(=N1)NC1=C(C=CC=C1)S(=O)(=O)C(C)C)Cl ((2,5-dichloro-pyrimidin-4-yl)-[2-(propane-2-sulfonyl)-phenyl]-amine), ClC1=NC=C(C(=N1)NC1=C(C=CC=C1)S(=O)(=O)C(C)C)Cl ((2,5-dichloro-pyrimidin-4-yl)-[2-(propane-2-sulfonyl)-phenyl]-amine), C([O-])([O-])=O.[Cs+].[Cs+] (cesium carbonate), CC1(C2=C(C(=CC=C2)P(C3=CC=CC=C3)C4=CC=CC=C4)OC5=C(C=CC=C51)P(C6=CC=CC=C6)C7=CC=CC=C7)C (xantphos), [H][H] (hydrogen). The reagents and catalysts are [Pd] (Pd/C), C(C)(=O)[O-].[Pd+2].C(C)(=O)[O-] (palladium acetate). Solvent: CO (methanol), C1CCOC1 (THF). Run at temperature 150 celsius, time 4 hour. The product is ClC=1C(=NC(=NC1)NC1=C(C=C2CN(C(C2=C1)=O)C1CCNCC1)OC(C)C)NC1=C(C=CC=C1)S(=O)(=O)C(C)C (6-{5-Chloro-4-[2-(propane-2-sulfonyl)-phenylamino]-pyrimidin-2-ylamino}-5-isopropoxy-2-piperidin-4-yl-2,3-dihydro-isoindol-1-one). As a reaction SMILES: C(OC([N:8]1[CH2:13][CH2:12][CH:11]([N:14]2[CH2:22][C:21]3[C:16](=[CH:17][C:18]([N+:27]([O-])=O)=[C:19]([O:23][CH:24]([CH3:26])[CH3:25])[CH:20]=3)[C:15]2=[O:30])[CH2:10][CH2:9]1)=O)(C)(C)C.[H][H].Cl[C:34]1[N:39]=[C:38]([NH:40][C:41]2[CH:46]=[CH:45][CH:44]=[CH:43][C:42]=2[S:47]([CH:50]([CH3:52])[CH3:51])(=[O:49])=[O:48])[C:37]([Cl:53])=[CH:36][N:35]=1.C(=O)([O-])[O-].[Cs+].[Cs+].CC1(C)C2C(=C(P(C3C=CC=CC=3)C3C=CC=CC=3)C=CC=2)OC2C(P(C3C=CC=CC=3)C3C=CC=CC=3)=CC=CC1=2.C(Cl)Cl.C(O)(C(F)(F)F)=O>CO.C1COCC1.[Pd].C([O-])(=O)C.[Pd+2].C([O-])(=O)C>[Cl:53][C:37]1[C:38]([NH:40][C:41]2[CH:46]=[CH:45][CH:44]=[CH:43][C:42]=2[S:47]([CH:50]([CH3:52])[CH3:51])(=[O:49])=[O:48])=[N:39][C:34]([NH:27][C:18]2[CH:17]=[C:16]3[C:21]([CH2:22][N:14]([CH:11]4[CH2:10][CH2:9][NH:8][CH2:13][CH2:12]4)[C:15]3=[O:30])=[CH:20][C:19]=2[O:23][CH:24]([CH3:25])[CH3:26])=[N:35][CH:36]=1 |f:3.4.5,7.8,12.13.14|. Procedure: To a solution of 4-(5-isopropoxy-6-nitro-1-oxo-1,3-dihydro-isoindol-2-yl)-piperidine-1-carboxylic acid tert-butyl ester from the previous step (850 mg, 2 mmol) in methanol, is added Pd/C (10% on carbon, 100 mg). The mixture is hydrogenated under 1 atm of hydrogen gas. After 4 hours, the mixture is filtered and concentrated. The obtained aniline, as yellow solid, is used for next step without additional purification. To a mixture of the crude product (2 mmol) from previous step, (2,5-dichloro-pyr... Starting materials: C(C)(=O)N1C=2C=CC=CC2N2C3=C(C=CC=C13)C(C(=C2)CC=2C=NC=CC2)=O (7-acetyl-2-(3-pyridylmethyl)-3H,7H-pyrido[3,2,1-de]phenazin-3-one), C(C1=CC=CC=C1)=O (benzaldehyde). The product is C(C)(=O)N1C=2C=CC=CC2N2C3=C(C=CC=C13)C(C(=C2)CC2=CC=CC=C2)=O (7-acetyl-2-benzyl-3H,7H-pyrido[3,2,1-de]phenazin-3-one). Yield: 36.0%. As a reaction SMILES: [C:1]([N:4]1[C:17]2[C:12]3=[C:13]([C:18](=[O:28])[C:19]([CH2:21][C:22]4[CH:23]=N[CH:25]=[CH:26][CH:27]=4)=[CH:20][N:11]3[C:10]3[CH:9]=[CH:8][CH:7]=[CH:6][C:5]1=3)[CH:14]=[CH:15][CH:16]=2)(=[O:3])[CH3:2].[CH:29](=O)C1C=CC=CC=1>>[C:1]([N:4]1[C:17]2[C:12]3=[C:13]([C:18](=[O:28])[C:19]([CH2:21][C:22]4[CH:23]=[CH:29][CH:25]=[CH:26][CH:27]=4)=[CH:20][N:11]3[C:10]3[CH:9]=[CH:8][CH:7]=[CH:6][C:5]1=3)[CH:14]=[CH:15][CH:16]=2)(=[O:3])[CH3:2]. Procedure details: According to Example 9<step 4>, the compound (5 g) produced in Example 9<step 3>was reacted with benzaldehyde (3 mL) to obtain the title compound (2.4 g; 36%). Procedure: A solution of 180 g of 6-bromo-2,2-dioxo-3-methyl-1,2-benzoxathiin-8-ylsulfonyl chloride in 500 ml of tetrahydrofuran is added dropwise over 30 minutes to 307 ml of a 30% aqueous solution of ammonia. The mixture is stirred for 30 minutes at 20° C. and concentrated under reduced pressure at 45° C. The residue is triturated with 200 ml of ether. The precipitate is isolated, washed with water and dried at 45° C., affording 63.2 g of 6-bromo-2,2-dioxo-3-methyl-1,2-benzoxathiin-8-ylsulfonamide of m.p... Product: BrC=1C=C(C2=C(C=C(S(O2)(=O)=O)C)C1)S(=O)(=O)N (6-Bromo-2,2-dioxo-3-methyl-1,2-benzoxathiin-8-ylsulfonamide). Reactants: BrC=1C=C(C2=C(C=C(S(O2)(=O)=O)C)C1)S(=O)(=O)Cl (6-bromo-2,2-dioxo-3-methyl-1,2-benzoxathiin-8-ylsulfonyl chloride), aqueous solution, N (ammonia). Run at temperature 20 celsius, time 30 minute. The solvent is O1CCCC1 (tetrahydrofuran). RXN SMILES: [Br:1][C:2]1[CH:3]=[C:4]([S:15](Cl)(=[O:17])=[O:16])[C:5]2[O:10][S:9](=[O:12])(=[O:11])[C:8]([CH3:13])=[CH:7][C:6]=2[CH:14]=1.[NH3:19]>O1CCCC1>[Br:1][C:2]1[CH:3]=[C:4]([S:15]([NH2:19])(=[O:17])=[O:16])[C:5]2[O:10][S:9](=[O:12])(=[O:11])[C:8]([CH3:13])=[CH:7][C:6]=2[CH:14]=1. The reactants are C(#N)C=1C(=NC(=NC1)NC(C)C)C1=CN(C2=NC=C(C=C21)NC(OCC2=CC=CC=C2)=O)S(=O)(=O)C2=CC=C(C)C=C2 (Benzyl 3-(5-cyano-2-(isopropylamino)pyrimidin-4-yl)-1-tosyl-1H-pyrrolo[2,3-b]pyridin-5-ylcarbamate), C(=O)[O-].[NH4+] (ammonium formate). The reagents and catalysts are [Pd] (Pd/C). Run in CCO (EtOH). Product: NC=1C=C2C(=NC1)N(C=C2C2=NC(=NC=C2C#N)NC(C)C)S(=O)(=O)C2=CC=C(C)C=C2 (4-(5-amino-1-tosyl-1H-pyrrolo[2,3-b]pyridin-3-yl)-2-(isopropylamino)pyrimidine-5-carbonitrile). As a reaction SMILES: [C:1]([C:3]1[C:4]([C:13]2[C:21]3[C:16](=[N:17][CH:18]=[C:19]([NH:22]C(=O)OCC4C=CC=CC=4)[CH:20]=3)[N:15]([S:33]([C:36]3[CH:42]=[CH:41][C:39]([CH3:40])=[CH:38][CH:37]=3)(=[O:35])=[O:34])[CH:14]=2)=[N:5][C:6]([NH:9][CH:10]([CH3:12])[CH3:11])=[N:7][CH:8]=1)#[N:2].C([O-])=O.[NH4+]>CCO.[Pd]>[NH2:22][C:19]1[CH:20]=[C:21]2[C:13]([C:4]3[C:3]([C:1]#[N:2])=[CH:8][N:7]=[C:6]([NH:9][CH:10]([CH3:11])[CH3:12])[N:5]=3)=[CH:14][N:15]([S:33]([C:36]3[CH:37]=[CH:38][C:39]([CH3:40])=[CH:41][CH:42]=3)(=[O:34])=[O:35])[C:16]2=[N:17][CH:18]=1 |f:1.2|. Procedure details: Benzyl 3-(5-cyano-2-(isopropylamino)pyrimidin-4-yl)-1-tosyl-1H-pyrrolo[2,3-b]pyridin-5-ylcarbamate (0.199 g, 0.342 mmol) in EtOH (15 mL) was charged with ammonium formate (0.129 g, 2.055 mmol, 6.0 Eq) and 10% Pd/C (0.040 g, 0.2 Eq) and heated at reflux for 3 hours.